Dataset: the Open Reaction Database (ORD), a public repository of structured organic reaction records. Task: describe an organic reaction: reactants, conditions, products, and yield Reactants: FCCOC1=CC=C(C=C1)NC(C)=O (4-acetamidophenyl 2-fluoroethyl ether), solution, [H-].COCCO[Al+]OCCOC.[Na+].[H-] (sodium bis(2-methoxyethoxy)aluminium hydride). Solvent: C(C)(=O)OCC (ethyl acetate), O (water), O1CCCC1 (tetrahydrofuran), C1(=CC=CC=C1)C (toluene), O1CCCC1 (tetrahydrofuran). Conditions: time 18 hour. The product is FCCOC1=CC=C(C=C1)NCC (4-(ethylamino)phenyl 2-fluoroethyl ether). The yield is 58.2%. RXN SMILES: [F:1][CH2:2][CH2:3][O:4][C:5]1[CH:10]=[CH:9][C:8]([NH:11][C:12](=O)[CH3:13])=[CH:7][CH:6]=1.[H-].COCCO[Al+]OCCOC.[Na+].[H-]>O1CCCC1.C1(C)C=CC=CC=1.C(OCC)(=O)C.O>[F:1][CH2:2][CH2:3][O:4][C:5]1[CH:10]=[CH:9][C:8]([NH:11][CH2:12][CH3:13])=[CH:7][CH:6]=1 |f:1.2.3.4|. Reported procedure: A solution of 3.0 grams (0.015 mole) of 4-acetamidophenyl 2-fluoroethyl ether in 15 ml of dry tetrahydrofuran was added dropwise to a stirred solution of 15 ml of a 3.4 M solution of sodium bis(2-methoxyethoxy)aluminium hydride (Red-Al®) in toluene and 50 ml of dry tetrahydrofuran. The reaction mixture was stirred at room temperature for approximately 18 hours. The mixture was quenched with 1 ml of water and was filtered. The filtrate was evaporated under reduced pressure leaving a dark liquid w... Reactants: CC(=O)[O-], CO, Cl, NO, [Na+], O, CCC(=O)c1ccco1. The product is CCC(=NO)c1ccco1. As a reaction SMILES: [CH3:5][C:6](=[O:7])[O-:8].[CH3:9][OH:10].[ClH:1].[NH2:2][OH:3].[Na+:4].[OH2:20].[o:11]1[c:12]([C:16]([CH2:17][CH3:18])=[O:19])[cH:13][cH:14][cH:15]1>>[N:2]([OH:3])=[C:16]([c:12]1[o:11][cH:15][cH:14][cH:13]1)[CH2:17][CH3:18]. Reactants: C1(CC1)C=1C=C(C=CC1S(=O)(=O)C1CC1)[C@H](C(=O)O)C[C@@H]1CC(CC1)=O ((2R)-2-[3-cyclopropyl-4-(cyclopropylsulfonyl)phenyl]-3-[(1R)-3-oxocyclopentyl]propionic acid), C(C(=O)Cl)(=O)Cl (oxalyl chloride), C(C1=CC=CC=C1)OCCOC=1N=CC(=NC1)N (5-[2-(benzyloxy)ethoxy]pyrazin-2-amine), N1=CC=CC=C1 (pyridine). Run in ClCCl (dichloromethane), ClCCl (dichloromethane), CN(C)C=O (DMF), O (water). The product is C(C1=CC=CC=C1)OCCOC=1N=CC(=NC1)NC([C@H](C[C@@H]1CC(CC1)=O)C1=CC(=C(C=C1)S(=O)(=O)C1CC1)C1CC1)=O ((2R)—N-{5-[2-(benzyloxy)ethoxy]pyrazin-2-yl}-2-[3-cyclopropyl-4-(cyclopropylsulfonyl)phenyl]-3-[(1R)-3-oxocyclopentyl]propanamide). Yield: 90.9%. As a reaction SMILES: [CH:1]1([C:4]2[CH:5]=[C:6]([C@@H:16]([CH2:20][C@H:21]3[CH2:25][CH2:24][C:23](=[O:26])[CH2:22]3)[C:17](O)=[O:18])[CH:7]=[CH:8][C:9]=2[S:10]([CH:13]2[CH2:15][CH2:14]2)(=[O:12])=[O:11])[CH2:3][CH2:2]1.C(Cl)(=O)C(Cl)=O.[CH2:33]([O:40][CH2:41][CH2:42][O:43][C:44]1[N:45]=[CH:46][C:47]([NH2:50])=[N:48][CH:49]=1)[C:34]1[CH:39]=[CH:38][CH:37]=[CH:36][CH:35]=1.N1C=CC=CC=1>ClCCl.CN(C=O)C.O>[CH2:33]([O:40][CH2:41][CH2:42][O:43][C:44]1[N:45]=[CH:46][C:47]([NH:50][C:17](=[O:18])[C@@H:16]([C:6]2[CH:7]=[CH:8][C:9]([S:10]([CH:13]3[CH2:15][CH2:14]3)(=[O:12])=[O:11])=[C:4]([CH:1]3[CH2:2][CH2:3]3)[CH:5]=2)[CH2:20][C@H:21]2[CH2:25][CH2:24][C:23](=[O:26])[CH2:22]2)=[N:48][CH:49]=1)[C:34]1[CH:39]=[CH:38][CH:37]=[CH:36][CH:35]=1. Procedure: To a solution of (2R)-2-[3-cyclopropyl-4-(cyclopropylsulfonyl)phenyl]-3-[(1R)-3-oxocyclopentyl]propionic acid (120 mg) in dichloromethane (5 mL) was sequentially added a solution of 0.5 M oxalyl chloride in dichloromethane (0.77 mL) and DMF (10 μL) under ice-cooling, followed by stirring under ice-cooling for 1 hour. Thereafter, 5-[2-(benzyloxy)ethoxy]pyrazin-2-amine (86 mg) and pyridine (0.05 mL) were added thereto under ice-cooling, followed by stirring for 2 hours under ice-cooling. To the re... The reactants are O=C(O)c1ccc(O)cc1F, C1CNC(CN2CCCC2)C1. The product is O=C(c1ccc(O)cc1F)N1CCCC1CN1CCCC1. As a reaction SMILES: [F:1][c:2]1[c:3]([C:4](=[O:5])[OH:6])[cH:7][cH:8][c:9]([OH:11])[cH:10]1.[NH:12]1[CH:13]([CH2:17][N:18]2[CH2:19][CH2:20][CH2:21][CH2:22]2)[CH2:14][CH2:15][CH2:16]1>>[F:1][c:2]1[c:3]([C:4](=[O:6])[N:12]2[CH:13]([CH2:17][N:18]3[CH2:19][CH2:20][CH2:21][CH2:22]3)[CH2:14][CH2:15][CH2:16]2)[cH:7][cH:8][c:9]([OH:11])[cH:10]1. Reactants: COCC1=NN2C(S1)=NC(=C2CO)C(F)(F)F ([2-(methoxymethyl)-6-(trifluoromethyl)imidazo[2,1-b][1,3,4]thiadiazol-5-yl]methanol), C1(=CC=C(C=C1)S(=O)(=O)O)C (p-toluenesulphonic acid), FC(CCC1NC(NC1)=O)(F)F (4-(3,3,3-trifluoropropyl)imidazolidin-2-one). The solvent is C1(=CC=CC=C1)C (toluene). Reaction conditions: temperature 110 celsius. The product is COCC1=NN2C(S1)=NC(=C2CN2C(NC(C2)CCC(F)(F)F)=O)C(F)(F)F (1-{[2-(methoxymethyl)-6-(trifluoromethyl)imidazo[2,1-b][1,3,4]thiadiazol-5-yl]methyl}-4-(3,3,3-trifluoropropyl)imidazolidin-2-one). Yield: 64.0%. Reaction SMILES: [CH3:1][O:2][CH2:3][C:4]1[S:8][C:7]2=[N:9][C:10]([C:14]([F:17])([F:16])[F:15])=[C:11]([CH2:12]O)[N:6]2[N:5]=1.C1(C)C=CC(S(O)(=O)=O)=CC=1.[F:29][C:30]([F:40])([F:39])[CH2:31][CH2:32][CH:33]1[CH2:37][NH:36][C:35](=[O:38])[NH:34]1>C1(C)C=CC=CC=1>[CH3:1][O:2][CH2:3][C:4]1[S:8][C:7]2=[N:9][C:10]([C:14]([F:17])([F:16])[F:15])=[C:11]([CH2:12][N:36]3[CH2:37][CH:33]([CH2:32][CH2:31][C:30]([F:39])([F:40])[F:29])[NH:34][C:35]3=[O:38])[N:6]2[N:5]=1. Procedure: [2-(methoxymethyl)-6-(trifluoromethyl)imidazo[2,1-b][1,3,4]thiadiazol-5-yl]methanol a3 (3.26 g, 0.122 mol, 1 eq) and p-toluenesulphonic acid (2.10 g, 0.122 mol, 1 eq) are successively added to a solution of 4-(3,3,3-trifluoropropyl)imidazolidin-2-one a10 (2.22 g, 0.122 mol, 1 eq) in toluene (450 ml). The mixture is heated at 110° C. overnight. The reaction is not complete and another portion of intermediate a10 (1 g, 5.49 mmol, 0.45 eq) is added. The mixture is heated at 110° C. overnight, then ... The reactants are C(C)(C)(C)OC(=O)NC12CNCCC2C1 (1-tert-butoxycarbonylamino-3-azabicyclo[4.1.0]heptane), C1(CC1)N1C=C(C(C2=CC(=C(C=C12)F)F)=O)C(=O)O (1-cyclopropyl-6,7-difluoro-1,4-dihydro-4-oxo-quinoline-3-carboxylic acid). The product is C(C)(C)(C)OC(=O)NC12CN(CCC2C1)C1=C(C=C2C(C(=CN(C2=C1)C1CC1)C(=O)O)=O)F (7-(1-tert-Butoxycarbonylamino-3-azabicyclo[4.1.0]hept-3-yl)-1-cyclopropyl-6-fluoro-1,4-dihydro-4-oxo-quinoline-3-carboxylic acid). Isolated yield 65.0%. RXN SMILES: [C:1]([O:5][C:6]([NH:8][C:9]12[CH2:15][CH:14]1[CH2:13][CH2:12][NH:11][CH2:10]2)=[O:7])([CH3:4])([CH3:3])[CH3:2].[CH:16]1([N:19]2[C:28]3[C:23](=[CH:24][C:25]([F:30])=[C:26](F)[CH:27]=3)[C:22](=[O:31])[C:21]([C:32]([OH:34])=[O:33])=[CH:20]2)[CH2:18][CH2:17]1>>[C:1]([O:5][C:6]([NH:8][C:9]12[CH2:15][CH:14]1[CH2:13][CH2:12][N:11]([C:26]1[CH:27]=[C:28]3[C:23]([C:22](=[O:31])[C:21]([C:32]([OH:34])=[O:33])=[CH:20][N:19]3[CH:16]3[CH2:18][CH2:17]3)=[CH:24][C:25]=1[F:30])[CH2:10]2)=[O:7])([CH3:4])([CH3:2])[CH3:3]. Procedure: According to the procedure of Example 34A, 1-tert-butoxycarbonylamino-3-azabicyclo[4.1.0]heptane (270.0 mg, 1.27 mmol) and 1-cyclopropyl-6,7-difluoro-1,4-dihydro-4-oxo-quinoline-3-carboxylic acid (275.6 mg, 1.03 mmol were reacted to generate the title compound (304.2 mg, 0.666 mmol, 65%).